This data is from the Open Reaction Database (ORD), a public repository of structured organic reaction records. The task is: describe an organic reaction: reactants, conditions, products, and yield Reactants: NC(=O)c1cc(OCCN(Cc2ccccc2)CC(O)COc2ccc(CCOCC3CC3)cc2)ccc1O, CO, [H][H]. Yields the product NC(=O)c1cc(OCCNCC(O)COc2ccc(CCOCC3CC3)cc2)ccc1O. RXN SMILES: [C:1]([NH2:2])(=[O:3])[c:4]1[cH:5][c:6]([O:7][CH2:8][CH2:9][N:10]([CH2:11][CH:12]([CH2:13][O:14][c:15]2[cH:16][cH:17][c:18]([CH2:21][CH2:22][O:23][CH2:24][CH:25]3[CH2:26][CH2:27]3)[cH:19][cH:20]2)[OH:28])[CH2:29][c:30]2[cH:31][cH:32][cH:33][cH:34][cH:35]2)[cH:36][cH:37][c:38]1[OH:39].[CH3:42][OH:43].[H:40][H:41]>>[C:1]([NH2:2])(=[O:3])[c:4]1[cH:5][c:6]([O:7][CH2:8][CH2:9][NH:10][CH2:11][CH:12]([CH2:13][O:14][c:15]2[cH:16][cH:17][c:18]([CH2:21][CH2:22][O:23][CH2:24][CH:25]3[CH2:26][CH2:27]3)[cH:19][cH:20]2)[OH:28])[cH:36][cH:37][c:38]1[OH:39]. Reactants: Cc1nn(C=O)c(=S)s1, CC(C)=O, O=C(O)C(CNOC1CCCCO1)CC1CCCC1. The product is O=CN(CC(CC1CCCC1)C(=O)O)OC1CCCCO1. Reaction SMILES: [CH3:20][c:21]1[s:22][c:23](=[S:24])[n:25]([CH:27]=[O:28])[n:26]1.[CH3:29][C:30](=[O:31])[CH3:32].[CH:1]1([CH2:6][CH:7]([C:8](=[O:9])[OH:10])[CH2:11][NH:12][O:13][CH:14]2[O:15][CH2:16][CH2:17][CH2:18][CH2:19]2)[CH2:2][CH2:3][CH2:4][CH2:5]1>>[CH:1]1([CH2:6][CH:7]([C:8](=[O:9])[OH:10])[CH2:11][N:12]([O:13][CH:14]2[O:15][CH2:16][CH2:17][CH2:18][CH2:19]2)[CH:27]=[O:28])[CH2:2][CH2:3][CH2:4][CH2:5]1. Starting materials: CCOC(C)=O, CCO, CN1CCNC1=C[N+](=O)[O-], ClSc1ccccc1, c1ccncc1. Product: CN1CCNC1=C(Sc1ccccc1)[N+](=O)[O-]. RXN SMILES: [CH3:19][CH2:20][O:21][C:22](=[O:23])[CH3:24].[CH3:25][CH2:26][OH:27].[CH3:9][N:10]1[C:11](=[CH:15][N+:16](=[O:17])[O-:18])[NH:12][CH2:13][CH2:14]1.[c:1]1([S:7][Cl:8])[cH:2][cH:3][cH:4][cH:5][cH:6]1.[cH:28]1[cH:29][cH:30][n:31][cH:32][cH:33]1>>[c:1]1([S:7][C:15](=[C:11]2[N:10]([CH3:9])[CH2:14][CH2:13][NH:12]2)[N+:16](=[O:17])[O-:18])[cH:2][cH:3][cH:4][cH:5][cH:6]1. Reactants: BrC1=CC=C(C(=N1)[C@]1(N=C(O[C@@H](C1)C(F)(F)F)NC(C1=CC=C(C=C1)[N+](=O)[O-])=O)C)F (N-((4S,6S)-4-(6-bromo-3-fluoropyridin-2-yl)-4-methyl-6-(trifluoromethyl)-5,6-dihydro-4H-1,3-oxazin-2-yl)-4-nitrobenzamide), ClC=1C=CC(=NC1)C(=O)N (5-chloropicolinamide), ClC=1C=CC(=NC1)C(=O)N (5-chloropicolinamide), C([O-])([O-])=O.[Cs+].[Cs+] (cesium carbonate), CC1(C2=CC=CC(=C2OC=2C(=CC=CC12)P(C1=CC=CC=C1)C1=CC=CC=C1)P(C1=CC=CC=C1)C1=CC=CC=C1)C ((9,9-dimethyl-9H-xanthene-4,5-diyl)bis(diphenylphosphine)). The reagents and catalysts are C=1C=CC(=CC1)/C=C/C(=O)/C=C/C2=CC=CC=C2.C=1C=CC(=CC1)/C=C/C(=O)/C=C/C2=CC=CC=C2.C=1C=CC(=CC1)/C=C/C(=O)/C=C/C2=CC=CC=C2.[Pd].[Pd] (Pd2(dba)3). Run in O1CCOCC1 (1,4-dioxane). Reaction conditions: temperature 110 celsius. The product is ClC=1C=CC(=NC1)C(=O)NC1=NC(=C(C=C1)F)[C@]1(N=C(O[C@@H](C1)C(F)(F)F)NC(C1=CC=C(C=C1)[N+](=O)[O-])=O)C (5-chloro-N-(5-fluoro-6-((4S,6S)-4-methyl-2-(4-nitrobenzamido)-6-(trifluoromethyl)-5,6-dihydro-4H-1,3-oxazin-4-yl)pyridin-2-yl)picolinamide). RXN SMILES: Br[C:2]1[N:7]=[C:6]([C@:8]2([CH3:30])[CH2:13][C@@H:12]([C:14]([F:17])([F:16])[F:15])[O:11][C:10]([NH:18][C:19](=[O:29])[C:20]3[CH:25]=[CH:24][C:23]([N+:26]([O-:28])=[O:27])=[CH:22][CH:21]=3)=[N:9]2)[C:5]([F:31])=[CH:4][CH:3]=1.[Cl:32][C:33]1[CH:34]=[CH:35][C:36]([C:39]([NH2:41])=[O:40])=[N:37][CH:38]=1.C(=O)([O-])[O-].[Cs+].[Cs+].CC1(C)C2C=CC=C(P(C3C=CC=CC=3)C3C=CC=CC=3)C=2OC2C1=CC=CC=2P(C1C=CC=CC=1)C1C=CC=CC=1>C1C=CC(/C=C/C(/C=C/C2C=CC=CC=2)=O)=CC=1.C1C=CC(/C=C/C(/C=C/C2C=CC=CC=2)=O)=CC=1.C1C=CC(/C=C/C(/C=C/C2C=CC=CC=2)=O)=CC=1.[Pd].[Pd].O1CCOCC1>[Cl:32][C:33]1[CH:34]=[CH:35][C:36]([C:39]([NH:41][C:2]2[CH:3]=[CH:4][C:5]([F:31])=[C:6]([C@:8]3([CH3:30])[CH2:13][C@@H:12]([C:14]([F:17])([F:16])[F:15])[O:11][C:10]([NH:18][C:19](=[O:29])[C:20]4[CH:25]=[CH:24][C:23]([N+:26]([O-:28])=[O:27])=[CH:22][CH:21]=4)=[N:9]3)[N:7]=2)=[O:40])=[N:37][CH:38]=1 |f:2.3.4,6.7.8.9.10|. Procedure details: A mixture of A sealable vial was charged with N-((4S,6S)-4-(6-bromo-3-fluoropyridin-2-yl)-4-methyl-6-(trifluoromethyl)-5,6-dihydro-4H-1,3-oxazin-2-yl)-4-nitrobenzamide (8a, 0.297 g, 0.588 mmol), 5-chloropicolinamide (intermediate 18, 0.101 g, 0.647 mmol), cesium carbonate (0.479 g, 1.470 mmol, Aldrich), Pd2(dba)3 (0.040 g, 0.044 mmol, Strem), (9,9-dimethyl-9H-xanthene-4,5-diyl)bis(diphenylphosphine) (0.102 g, 0.176 mmol, Aldrich), and 1,4-dioxane (4 mL). The reaction was purged with Argon and he... Reactants: [BH4-].[Na+] (Sodium borohydride), N1=CNC2=C1C=CC(=C2)C(=O)N2[C@@H]1C(C3=C([C@](CC2)([C@H]1C)C)C=C(C=C3)O)=O ((2S,6R,11R)-3-(3H-benzoimidazole-5-carbonyl)-8-hydroxy-6,11-dimethyl-3,4,5,6-tetrahydro-2H-2,6-methano-benzo[d]azocin-1-one), Cl (hydrochloric acid). Solvent: C(C)O (ethanol). Run at time 8 hour. The product is N1=CNC2=C1C=CC(=C2)C(=O)N2[C@@H]1C(C3=C([C@](CC2)([C@H]1C)C)C=C(C=C3)O)O ((3H-Benzoimidazol-5-yl)-[(2S,6R,11R)-1,8-dihydroxy-6,11-dimethyl-1,2,5,6-tetrahydro-4H-2,6-methano-benzo[d]azocin-3-yl]-methanone). Reaction SMILES: [BH4-].[Na+].[N:3]1[C:7]2[CH:8]=[CH:9][C:10]([C:12]([N:14]3[CH2:21][CH2:20][C@:19]4([CH3:24])[C@@H:22]([CH3:23])[C@H:15]3[C:16](=[O:30])[C:17]3[CH:28]=[CH:27][C:26]([OH:29])=[CH:25][C:18]=34)=[O:13])=[CH:11][C:6]=2[NH:5][CH:4]=1.Cl>C(O)C>[N:3]1[C:7]2[CH:8]=[CH:9][C:10]([C:12]([N:14]3[CH2:21][CH2:20][C@:19]4([CH3:24])[C@@H:22]([CH3:23])[C@H:15]3[CH:16]([OH:30])[C:17]3[CH:28]=[CH:27][C:26]([OH:29])=[CH:25][C:18]=34)=[O:13])=[CH:11][C:6]=2[NH:5][CH:4]=1 |f:0.1|. Procedure: Sodium borohydride (50 mg) is added to a solution of (2S,6R,11R)-3-(3H-benzoimidazole-5-carbonyl)-8-hydroxy-6,11-dimethyl-3,4,5,6-tetrahydro-2H-2,6-methano-benzo[d]azocin-1-one (50 g) in ethanol (3 mL). The resulting mixture is stirred at ambient temperature overnight. Then, the solution is cooled in an ice bath and 1 M hydrochloric acid (0.5 mL) is added. After stirring for 5 min, the resulting mixture is concentrated and the residue is purified by HPLC on reversed phase (MeCN/H2O/NH3). Starting materials: ClC1=NC=C(C=C1)[N+](=O)[O-] (2-chloro-5-(nitro)pyridine), NC1=C(C=CC(=N1)NCCNC1=NC(=C(C=C1)C=1NC=CN1)C1=C(C=C(C=C1)Cl)Cl)[N+](=O)[O-] ({2-[(6-amino-5-nitro(2-pyridyl))amino]ethyl}[6-(2,4-dichlorophenyl)-5-imidazolyl(2-pyridyl)]amine). Yields the product ClC1=C(C=CC(=C1)Cl)C1=C(C=CC(=N1)NCCNC1=NC=C(C=C1)[N+](=O)[O-])C=1NC=CN1 ([6-(2,4-dichlorophenyl)-5-imidazolyl(2-pyridyl)]{2-[(5-nitro(2-pyridyl))amino]-ethyl}amine). As a reaction SMILES: ClC1C=CC([N+]([O-])=O)=CN=1.N[C:12]1[N:17]=[C:16]([NH:18][CH2:19][CH2:20][NH:21][C:22]2[CH:27]=[CH:26][C:25]([C:28]3[NH:29][CH:30]=[CH:31][N:32]=3)=[C:24]([C:33]3[CH:38]=[CH:37][C:36]([Cl:39])=[CH:35][C:34]=3[Cl:40])[N:23]=2)[CH:15]=[CH:14][C:13]=1[N+:41]([O-:43])=[O:42]>>[Cl:40][C:34]1[CH:35]=[C:36]([Cl:39])[CH:37]=[CH:38][C:33]=1[C:24]1[N:23]=[C:22]([NH:21][CH2:20][CH2:19][NH:18][C:16]2[CH:15]=[CH:14][C:13]([N+:41]([O-:43])=[O:42])=[CH:12][N:17]=2)[CH:27]=[CH:26][C:25]=1[C:28]1[NH:32][CH:31]=[CH:30][N:29]=1. Procedure: [6-(2,4-dichlorophenyl)-5-imidazolyl(2-pyridyl)]{2-[(5-nitro(2-pyridyl))amino]-ethyl}amine was prepared from 2-chloro-5-(nitro)pyridine using the general method for {2-[(6-amino-5-nitro(2-pyridyl))amino]ethyl}[6-(2,4-dichlorophenyl)-5-imidazolyl(2-pyridyl)]amine. The reactants are Cl.C1(=CC=CC=C1)C(=C1CCN(CC1)CCC(=O)C1=CC=C(C=C1)C(C(=O)OCC)(C)C)C1=CC=CC=C1 (ethyl 4-[3-[4-(diphenylmethylene)-1-piperidinyl]-1-oxopropyl]-α,α-dimethylbenzene acetate hydrochloride), Cl.OC(C1CCN(CC1)CCCC(=O)C1=CC=C(C=C1)C(C(=O)OCC)(C)C)(C1=CC=CC=C1)C1=CC=CC=C1 (ethyl 4-[4-[4-(hydroxydiphenylmethyl)-1-piperidinyl]-1-oxobutyl]-α,α-dimethylbenzeneacetate hydrochloride). The product is Cl.OC(C1CCN(CC1)CCC(O)C1=CC=C(C=C1)C(C(=O)OCC)(C)C)(C1=CC=CC=C1)C1=CC=CC=C1 (ethyl 4-[3-[4-(hydroxydiphenylmethyl)-1-piperidinyl]-1-hydroxypropyl]-α,α-dimethylbenzeneacetate hydrochloride). As a reaction SMILES: [ClH:1].[C:2]1([C:8]([C:33]2[CH:38]=[CH:37][CH:36]=[CH:35][CH:34]=2)=[C:9]2[CH2:14][CH2:13][N:12]([CH2:15][CH2:16][C:17]([C:19]3[CH:24]=[CH:23][C:22]([C:25]([CH3:32])([CH3:31])[C:26]([O:28][CH2:29][CH3:30])=[O:27])=[CH:21][CH:20]=3)=[O:18])[CH2:11][CH2:10]2)[CH:7]=[CH:6][CH:5]=[CH:4][CH:3]=1.Cl.[OH:40]C(C1C=CC=CC=1)(C1C=CC=CC=1)C1CCN(CCCC(C2C=CC(C(C)(C)C(OCC)=O)=CC=2)=O)CC1>>[ClH:1].[OH:40][C:8]([C:2]1[CH:7]=[CH:6][CH:5]=[CH:4][CH:3]=1)([C:33]1[CH:34]=[CH:35][CH:36]=[CH:37][CH:38]=1)[CH:9]1[CH2:10][CH2:11][N:12]([CH2:15][CH2:16][CH:17]([C:19]2[CH:20]=[CH:21][C:22]([C:25]([CH3:31])([CH3:32])[C:26]([O:28][CH2:29][CH3:30])=[O:27])=[CH:23][CH:24]=2)[OH:18])[CH2:13][CH2:14]1 |f:0.1,2.3,4.5|. Procedure details: When in the procedure of Example 2 an appropriate amount of ethyl 4-[3-[4-(diphenylmethylene)-1-piperidinyl]-1-oxopropyl]-α,α-dimethylbenzene acetate hydrochloride is substituted for ethyl 4-[4-[4-(hydroxydiphenylmethyl)-1-piperidinyl]-1-oxobutyl]-α,α-dimethylbenzeneacetate hydrochloride, ethyl 4-[3-[4-(hydroxydiphenylmethyl)-1-piperidinyl]-1-hydroxypropyl]-α,α-dimethylbenzeneacetate hydrochloride is obtained.